Task: describe an organic reaction: reactants, conditions, products, and yield. Dataset: the Open Reaction Database (ORD), a public repository of structured organic reaction records Reactants: [H][H] (hydrogen), C(C1=CC=CC=C1)OC(CN(CCC1=CC=CC=C1)C([C@@H](N(S(=O)(=O)C1=CC2=CC(=C(C=C2C=C1)OC)OC)[N+](=O)[O-])CCCNC(N)=N)=O)=O (nitro-N2 -(6,7-dimethoxy-2-naphthylsulfonyl)-L-arginyl-N-phenethylglycine benzyl ester), C(C)(=O)O (acetic acid). The reagents and catalysts are [Pd] (palladium-black). Run in C(C)O (ethanol). Yields the product N#N.COC=1C=C2C=CC(=CC2=CC1OC)S(=O)(=O)N[C@@H](CCCNC(N)=N)C(=O)N(CC(=O)O)CCC1=CC=CC=C1 (N2 (6,7-dimethoxy-2-naphthylsulfonyl)-L-arginyl-N-phenethylglycine). Isolated yield 70.0%. As a reaction SMILES: C([O:8][C:9](=[O:51])[CH2:10][N:11]([C:20](=[O:50])[C@H:21]([CH2:43][CH2:44][CH2:45][NH:46][C:47](=[NH:49])[NH2:48])[N:22]([N+:40]([O-])=O)[S:23]([C:26]1[CH:35]=[CH:34][C:33]2[C:28](=[CH:29][C:30]([O:38][CH3:39])=[C:31]([O:36][CH3:37])[CH:32]=2)[CH:27]=1)(=[O:25])=[O:24])[CH2:12][CH2:13][C:14]1[CH:19]=[CH:18][CH:17]=[CH:16][CH:15]=1)C1C=CC=CC=1.C(O)(=O)C.[H][H]>C(O)C.[Pd]>[N:22]#[N:40].[CH3:37][O:36][C:31]1[CH:32]=[C:33]2[C:28](=[CH:29][C:30]=1[O:38][CH3:39])[CH:27]=[C:26]([S:23]([NH:22][C@H:21]([C:20]([N:11]([CH2:12][CH2:13][C:14]1[CH:15]=[CH:16][CH:17]=[CH:18][CH:19]=1)[CH2:10][C:9]([OH:51])=[O:8])=[O:50])[CH2:43][CH2:44][CH2:45][NH:46][C:47](=[NH:48])[NH2:49])(=[O:25])=[O:24])[CH:35]=[CH:34]2 |f:5.6|. Procedure: To a solution of 3.00 g of NG -nitro-N2 -(6,7-dimethoxy-2-naphthylsulfonyl)-L-arginyl-N-phenethylglycine benzyl ester in 50 ml of ethanol and 0.5 ml of acetic acid was added 0.5 g of palladium-black and then the mixture was shaken in a hydrogen atmosphere for 100 hours at room temperature. At the end of this period, the ethanol solution was filtered to remove the catalyst and evaporated to dryness. The residue was washed several times with dry ethyl ether and chromatographed on 80 ml of Daiaion®... Starting materials: O=C(Cl)c1ccccc1Cl, Nc1nc(C(Cl)(Cl)Cl)ns1, Cc1ccccc1C. Product: O=C(Nc1nc(C(Cl)(Cl)Cl)ns1)c1ccccc1Cl. RXN SMILES: [Cl:11][C:12](=[O:13])[c:14]1[cH:15][cH:16][cH:17][cH:18][c:19]1[Cl:20].[NH2:1][c:2]1[n:3][c:4]([C:7]([Cl:8])([Cl:9])[Cl:10])[n:5][s:6]1.[c:21]1([CH3:22])[c:23]([CH3:24])[cH:25][cH:26][cH:27][cH:28]1>>[NH:1]([c:2]1[n:3][c:4]([C:7]([Cl:8])([Cl:9])[Cl:10])[n:5][s:6]1)[C:12](=[O:13])[c:14]1[cH:15][cH:16][cH:17][cH:18][c:19]1[Cl:20]. Reactants: C(C1=CC=CC=C1)[C@H]1N(CC[C@@H](C1)N)C(C1=CC(=CC(=C1)C(F)(F)F)C(F)(F)F)=O ((2R,4S)-2-benzyl-1-(3,5-bis-(trifluoromethyl)benzoyl)-4-piperidinamine), [BH4-].[Na+] (sodium borohydride), N1=CC=C(C2=CC=CC=C12)C=O (quinoline-4-carboxaldehyde), S(=O)(=O)([O-])[O-].[Mg+2] (magnesium sulfate). The solvent is C1(=CC=CC=C1)C (toluene), CO (methanol). Product: C(C1=CC=CC=C1)[C@H]1N(CC[C@@H](C1)NCC1=CC=NC2=CC=CC=C12)C(C1=CC(=CC(=C1)C(F)(F)F)C(F)(F)F)=O ((2R,4S)-2-benzyl-1-(3,5-bis-(trifluoromethyl)benzoyl)-N-(4-quinolylmethyl)-4-piperidinamine). RXN SMILES: [CH2:1]([C@@H:8]1[CH2:13][C@@H:12]([NH2:14])[CH2:11][CH2:10][N:9]1[C:15](=[O:30])[C:16]1[CH:21]=[C:20]([C:22]([F:25])([F:24])[F:23])[CH:19]=[C:18]([C:26]([F:29])([F:28])[F:27])[CH:17]=1)[C:2]1[CH:7]=[CH:6][CH:5]=[CH:4][CH:3]=1.[N:31]1[C:40]2[C:35](=[CH:36][CH:37]=[CH:38][CH:39]=2)[C:34]([CH:41]=O)=[CH:33][CH:32]=1.S([O-])([O-])(=O)=O.[Mg+2].[BH4-].[Na+]>C1(C)C=CC=CC=1.CO>[CH2:1]([C@@H:8]1[CH2:13][C@@H:12]([NH:14][CH2:41][C:34]2[C:35]3[C:40](=[CH:39][CH:38]=[CH:37][CH:36]=3)[N:31]=[CH:32][CH:33]=2)[CH2:11][CH2:10][N:9]1[C:15](=[O:30])[C:16]1[CH:21]=[C:20]([C:22]([F:23])([F:24])[F:25])[CH:19]=[C:18]([C:26]([F:29])([F:27])[F:28])[CH:17]=1)[C:2]1[CH:3]=[CH:4][CH:5]=[CH:6][CH:7]=1 |f:2.3,4.5|. Procedure details: 3.35 g (7.78 mmol) of (2R,4S)-2-benzyl-1-(3,5-bis-(trifluoromethyl)benzoyl)-4-piperidinamine are reacted in analogy to Example 2 g with 1.34 g (8.56 mmol) of quinoline-4-carboxaldehyde and 1.3 g of magnesium sulfate in 30 ml of toluene, and subsequently reduced with 324 mg (8.56 mmol) of sodium borohydride in 25 ml of methanol. The title compound ##STR64## is obtained (3.5 g, 79%) as white foam. TLC: methylene chloride/methanol/conc. ammonia (1000:50:1) Rf =0.21, FD-MS: M+ =571, [α]D =+0.7 (c=1,... Starting materials: C=CC(=O)Cl, C1CCOC1, Nc1ccc2ncnc(Nc3cc(Cl)c(Cl)cc3F)c2c1. Product: C=CC(=O)Nc1ccc2ncnc(Nc3cc(Cl)c(Cl)cc3F)c2c1. RXN SMILES: [C:1]([CH:2]=[CH2:3])(=[O:4])[Cl:5].[CH2:27]1[O:28][CH2:29][CH2:30][CH2:31]1.[Cl:6][c:7]1[cH:8][c:9]([NH:15][c:16]2[n:17][cH:18][n:19][c:20]3[cH:21][cH:22][c:23]([NH2:26])[cH:24][c:25]23)[c:10]([F:14])[cH:11][c:12]1[Cl:13]>>[C:1]([CH:2]=[CH2:3])(=[O:4])[NH:26][c:23]1[cH:22][cH:21][c:20]2[n:19][cH:18][n:17][c:16]([NH:15][c:9]3[cH:8][c:7]([Cl:6])[c:12]([Cl:13])[cH:11][c:10]3[F:14])[c:25]2[cH:24]1. Reactants: [N+](=O)([O-])C=1C=C(NC(=O)C2CC3=CC=CC=C3CC2)C=CC1[N+](=O)[O-] (3,4-dinitro-N-(1,2,3,4-tetrahydronaphthalen-2-oyl)aniline), C(C1=CC=CC=C1)=O (benzaldehyde). Yields the product C1(=CC=CC=C1)C1=NC2=C(N1)C=CC(=C2)NC(=O)C2CC1=CC=CC=C1CC2 (N-(2-phenyl-1H-benzo[d]imidazol-5-yl)-1,2,3,4-tetrahydronaphthalene-2-carboxamide). RXN SMILES: [N+:1]([C:4]1[CH:5]=[C:6]([CH:20]=[CH:21][C:22]=1[N+:23]([O-])=O)[NH:7][C:8]([CH:10]1[CH2:19][CH2:18][C:17]2[C:12](=[CH:13][CH:14]=[CH:15][CH:16]=2)[CH2:11]1)=[O:9])([O-])=O.[CH:26](=O)[C:27]1[CH:32]=[CH:31][CH:30]=[CH:29][CH:28]=1>>[C:27]1([C:26]2[NH:23][C:22]3[CH:21]=[CH:20][C:6]([NH:7][C:8]([CH:10]4[CH2:19][CH2:18][C:17]5[C:12](=[CH:13][CH:14]=[CH:15][CH:16]=5)[CH2:11]4)=[O:9])=[CH:5][C:4]=3[N:1]=2)[CH:32]=[CH:31][CH:30]=[CH:29][CH:28]=1. Reported procedure: Compound 204 was prepared according to the procedure similar to that described in Scheme III from 3,4-dinitro-N-(1,2,3,4-tetrahydronaphthalen-2-oyl)aniline and benzaldehyde. [M+H]+ calcd for C24H21N3O: 368.17; found: 368.00. Starting materials: C(C1=CC=CC=C1)(=O)N1C(N([C@H]2[C@H](OCCC(=O)OCC(F)(F)F)[C@H](O)[C@@H](COC(C3=CC=C(C=C3)OC)(C3=CC=C(C=C3)OC)C3=CC=CC=C3)O2)C=CC1=O)=O (N3-benzoyl-5′-O-(4,4′-dimethoxytrityl)-2′-O-[2-(2,2,2-trifluoroethoxy)carbonylethyl]uridine), CNC.O1CCCC1 (dimethylamine tetrahydrofuran). Conditions: time 15 hour. Yields the product COC1=CC=C(C(C2=CC=C(C=C2)OC)(C2=CC=CC=C2)OC[C@@H]2[C@H]([C@H]([C@@H](O2)N2C(=O)NC(=O)C=C2)OCCC(N(C)C)=O)O)C=C1 (5′-O-(4,4′-Dimethoxytrityl)-2′-O-[2-(N,N-dimethylcarbamoyl)ethyl]uridine), material. The yield is 83.0%. RXN SMILES: C([N:9]1[C:56](=[O:57])[CH:55]=[CH:54][N:11]([C@@H:12]2[O:53][C@H:27]([CH2:28][O:29][C:30]([C:47]3[CH:52]=[CH:51][CH:50]=[CH:49][CH:48]=3)([C:39]3[CH:44]=[CH:43][C:42]([O:45][CH3:46])=[CH:41][CH:40]=3)[C:31]3[CH:36]=[CH:35][C:34]([O:37][CH3:38])=[CH:33][CH:32]=3)[C@@H:25]([OH:26])[C@H:13]2[O:14][CH2:15][CH2:16][C:17]([O:19]CC(F)(F)F)=O)[C:10]1=[O:58])(=O)C1C=CC=CC=1.[CH3:59][NH:60][CH3:61].O1CCCC1>>[CH3:38][O:37][C:34]1[CH:33]=[CH:32][C:31]([C:30]([O:29][CH2:28][C@H:27]2[O:53][C@@H:12]([N:11]3[CH:54]=[CH:55][C:56](=[O:57])[NH:9][C:10]3=[O:58])[C@H:13]([O:14][CH2:15][CH2:16][C:17](=[O:19])[N:60]([CH3:61])[CH3:59])[C@@H:25]2[OH:26])([C:47]2[CH:48]=[CH:49][CH:50]=[CH:51][CH:52]=2)[C:39]2[CH:44]=[CH:43][C:42]([O:45][CH3:46])=[CH:41][CH:40]=2)=[CH:36][CH:35]=1 |f:1.2|. Reported procedure: To N3-benzoyl-5′-O-(4,4′-dimethoxytrityl)-2′-O-[2-(2,2,2-trifluoroethoxy)carbonylethyl]uridine (120 mg, 0.15 mmol) synthesized in Example 15 was added 2 M dimethylamine/tetrahydrofuran (4 mL), followed by stirring at room temperature for 15 hours. Then, the reaction was carried out at 40° C. for 2 hours. The solvent was evaporated under reduced pressure, and the residue was subjected to silica gel column chromatography eluting with chloroform to give the title compound as a white foam-like mater... The reactants are CCOCC, CC(C)O, COc1ccc(-c2nc3ccccn3c2-c2ccnc(Cl)n2)cc1C(=O)Nc1c(F)cccc1F, COc1cc(C2CCN(CCF)CC2)ccc1N, O, Cc1ccc(S(=O)(=O)O)cc1. Product: COc1cc(C2CCN(CCF)CC2)ccc1Nc1nccc(-c2c(-c3ccc(OC)c(C(=O)Nc4c(F)cccc4F)c3)nc3ccccn23)n1. As a reaction SMILES: [CH3:66][CH2:67][O:68][CH2:69][CH3:70].[CH:71]([OH:72])([CH3:73])[CH3:74].[Cl:1][c:2]1[n:3][cH:4][cH:5][c:6](-[c:8]2[c:9](-[c:17]3[cH:18][cH:19][c:20]([O:34][CH3:35])[c:21]([C:22](=[O:23])[NH:24][c:25]4[c:26]([F:32])[cH:27][cH:28][cH:29][c:30]4[F:31])[cH:33]3)[n:10][c:11]3[n:12]2[cH:13][cH:14][cH:15][cH:16]3)[n:7]1.[F:36][CH2:37][CH2:38][N:39]1[CH2:40][CH2:41][CH:42]([c:45]2[cH:46][c:47]([O:52][CH3:53])[c:48]([NH2:49])[cH:50][cH:51]2)[CH2:43][CH2:44]1.[OH2:54].[c:55]1([CH3:56])[cH:57][cH:58][c:59]([S:60]([OH:61])(=[O:62])=[O:63])[cH:64][cH:65]1>>[c:2]1([NH:49][c:48]2[c:47]([O:52][CH3:53])[cH:46][c:45]([CH:42]3[CH2:41][CH2:40][N:39]([CH2:38][CH2:37][F:36])[CH2:44][CH2:43]3)[cH:51][cH:50]2)[n:3][cH:4][cH:5][c:6](-[c:8]2[c:9](-[c:17]3[cH:18][cH:19][c:20]([O:34][CH3:35])[c:21]([C:22](=[O:23])[NH:24][c:25]4[c:26]([F:32])[cH:27][cH:28][cH:29][c:30]4[F:31])[cH:33]3)[n:10][c:11]3[n:12]2[cH:13][cH:14][cH:15][cH:16]3)[n:7]1. The reactants are C1CCOC1, C[Si](C)(C)CCOCn1cnc(-c2ccccn2)c1, CC(C)[N-]C(C)C, O=Cc1cn(Cc2ccc(Cl)cc2)c2ccccc12, [Li+]. RXN SMILES: [CH2:47]1[O:48][CH2:49][CH2:50][CH2:51]1.[CH3:9][Si:10]([CH2:11][CH2:12][O:13][CH2:14][n:15]1[cH:16][n:17][c:18](-[c:20]2[n:21][cH:22][cH:23][cH:24][cH:25]2)[cH:19]1)([CH3:26])[CH3:27].[CH:1]([N-:2][CH:3]([CH3:4])[CH3:5])([CH3:6])[CH3:7].[Cl:28][c:29]1[cH:30][cH:31][c:32]([CH2:33][n:34]2[cH:35][c:36]([CH:43]=[O:44])[c:37]3[cH:38][cH:39][cH:40][cH:41][c:42]23)[cH:45][cH:46]1.[Li+:8]>>[CH3:9][Si:10]([CH2:11][CH2:12][O:13][CH2:14][n:15]1[c:16]([CH:43]([c:36]2[cH:35][n:34]([CH2:33][c:32]3[cH:31][cH:30][c:29]([Cl:28])[cH:46][cH:45]3)[c:42]3[c:37]2[cH:38][cH:39][cH:40][cH:41]3)[OH:44])[n:17][c:18](-[c:20]2[n:21][cH:22][cH:23][cH:24][cH:25]2)[cH:19]1)([CH3:26])[CH3:27]. The product is C[Si](C)(C)CCOCn1cc(-c2ccccn2)nc1C(O)c1cn(Cc2ccc(Cl)cc2)c2ccccc12.